From a dataset of the Open Reaction Database (ORD), a public repository of structured organic reaction records. describe an organic reaction: reactants, conditions, products, and yield The reactants are NCCOC=1C(=C(C(=NC1)OC(C)C)C)C(=O)OC (methyl 5-(2-aminoethoxy)-3-methyl-2-(propan-2-yloxy)pyridine-4-carboxylate), CC[O-].[Na+] (NaOEt). Solvent: CCO (EtOH). Yields the product CC1=C(N=CC2=C1C(NCCO2)=O)OC(C)C (6-methyl-7-(propan-2-yloxy)-3,4-dihydropyrido[4,3-f][1,4]oxazepin-5(2H)-one). The yield is 65.4%. RXN SMILES: [NH2:1][CH2:2][CH2:3][O:4][C:5]1[C:6]([C:16]([O:18]C)=O)=[C:7]([CH3:15])[C:8]([O:11][CH:12]([CH3:14])[CH3:13])=[N:9][CH:10]=1.CC[O-].[Na+]>CCO>[CH3:15][C:7]1[C:6]2[C:16](=[O:18])[NH:1][CH2:2][CH2:3][O:4][C:5]=2[CH:10]=[N:9][C:8]=1[O:11][CH:12]([CH3:14])[CH3:13] |f:1.2|. Procedure details: A mixture of methyl 5-(2-aminoethoxy)-3-methyl-2-(propan-2-yloxy)pyridine-4-carboxylate (131e, 1.2 g, 2.2 mmol) and NaOEt (3.0 g, 45 mmol) in dry EtOH (60 mL) was refluxed for 14 hours. The reaction mixture was concentrated under vacuum. The residue was dissolved in H2O (30 mL) and extracted with EtOAc (2×20 mL). The combined organic layers were washed with brine (30 mL), dried over Na2SO4, and concentrated under vacuum to give 6-methyl-7-(propan-2-yloxy)-3,4-dihydropyrido[4,3-f][1,4]oxazepin-5(... Starting materials: ClC=1NC2=C(N1)C=CC=C2 (2-chlorobenzimidazole), C(C)OC=1C=C(C(C(=O)O)=CC1)N (4-ethoxyanthranilic acid). Product: C(C)OC1=CC=C2C(N3C(=NC2=C1)NC1=C3C=CC=C1)=O (3-Ethoxybenzimidazo[2,1-b]quinazolin-12(6H)one). Reaction SMILES: Cl[C:2]1[NH:3][C:4]2[CH:10]=[CH:9][CH:8]=[CH:7][C:5]=2[N:6]=1.[CH2:11]([O:13][C:14]1[CH:15]=[C:16]([NH2:23])[C:17](=[CH:21][CH:22]=1)[C:18](O)=[O:19])[CH3:12]>>[CH2:11]([O:13][C:14]1[CH:15]=[C:16]2[C:17]([C:18](=[O:19])[N:6]3[C:5]4[CH:7]=[CH:8][CH:9]=[CH:10][C:4]=4[NH:3][C:2]3=[N:23]2)=[CH:21][CH:22]=1)[CH3:12]. Procedure: 3-Ethoxybenzimidazo[2,1-b]quinazolin-12(6H)one is prepared with 2-chlorobenzimidazole and 4-ethoxyanthranilic acid. Reactants: ClC=1C=C(C=C(C1)Cl)S(=O)(=O)N1[C@H](C(=O)O)CCC1 (3,5-Dichlorophenyl-sulfonyl-L-proline), C(C)OC([C@@H](N)CC1=CC=CC=C1)=O (L-phenylalanine ethyl ester). Yields the product ethyl ester, ClC=1C=C(C=C(C1)Cl)S(=O)(=O)N1[C@H](C(=O)N[C@@H](CC2=CC=CC=C2)C(=O)O)CCC1 (N-(3,5-Dichlorobenzenesulfonyl)-L-prolyl-L-phenylalanine). Yield: 45.0%. Reaction SMILES: [Cl:1][C:2]1[CH:3]=[C:4]([S:9]([N:12]2[CH2:19][CH2:18][CH2:17][C@H:13]2[C:14]([OH:16])=O)(=[O:11])=[O:10])[CH:5]=[C:6]([Cl:8])[CH:7]=1.C([O:22][C:23](=[O:33])[C@H:24]([CH2:26][C:27]1[CH:32]=[CH:31][CH:30]=[CH:29][CH:28]=1)[NH2:25])C>>[Cl:8][C:6]1[CH:5]=[C:4]([S:9]([N:12]2[CH2:19][CH2:18][CH2:17][C@H:13]2[C:14]([NH:25][C@H:24]([C:23]([OH:33])=[O:22])[CH2:26][C:27]2[CH:32]=[CH:31][CH:30]=[CH:29][CH:28]=2)=[O:16])(=[O:10])=[O:11])[CH:3]=[C:2]([Cl:1])[CH:7]=1. Procedure details: 3,5-Dichlorophenyl-sulfonyl-L-proline was coupled to L-phenylalanine ethyl ester using the procedure described in Method 3 to give the ethyl ester of the title compound (348 mg, 45%). The reactants are COc1ccc(-c2nnc3c4ccccc4c(Nc4cccc(N)c4)nn23)cc1, CC#N, CN(C)S(=O)(=O)Cl, CN(C)c1ccncc1, ClCCl, c1ccncc1. Yields the product COc1ccc(-c2nnc3c4ccccc4c(Nc4cccc(S(=O)(=O)N(C)C)c4)nn23)cc1. As a reaction SMILES: [CH3:1][O:2][c:3]1[cH:4][cH:5][c:6](-[c:9]2[n:10][n:11][c:12]3[n:13]2[n:14][c:15]([NH:22][c:23]2[cH:24][c:25]([NH2:29])[cH:26][cH:27][cH:28]2)[c:16]2[cH:17][cH:18][cH:19][cH:20][c:21]32)[cH:7][cH:8]1.[CH3:36][C:37]#[N:38].[CH3:39][N:40]([S:41](=[O:42])(=[O:43])[Cl:44])[CH3:45].[CH3:46][N:47]([c:48]1[cH:49][cH:50][n:51][cH:52][cH:53]1)[CH3:54].[Cl:55][CH2:56][Cl:57].[cH:30]1[cH:31][cH:32][n:33][cH:34][cH:35]1>>[CH3:1][O:2][c:3]1[cH:4][cH:5][c:6](-[c:9]2[n:10][n:11][c:12]3[n:13]2[n:14][c:15]([NH:22][c:23]2[cH:24][c:25]([S:41]([N:40]([CH3:39])[CH3:45])(=[O:42])=[O:43])[cH:26][cH:27][cH:28]2)[c:16]2[cH:17][cH:18][cH:19][cH:20][c:21]32)[cH:7][cH:8]1. Starting materials: II (Iodine), I[Si](C)(C)C (Iodotrimethylsilane), FC=1C=C(C=CC1)[C@@H]1N2C(CCC[C@@H]2CCC1)=O ((6R*,9aS*)-6-(3-fluorophenyl) octahydroquinolizin-4-one), CN(CCN(C)C)C (N,N,N′,N′-tetramethylethylenediamine), S(=S)(=O)([O-])[O-].[Na+].[Na+] (sodium thiosulfate). Product: FC=1C=C(C=CC1)[C@@H]1N2C(C(CC[C@@H]2CCC1)I)=O ((6R*,9aS*)-6-(3-fluorophenyl)-3-iodooctahydroquinolizin-4-one). Solvent: C(Cl)Cl (methylene chloride), C(C)(=O)OCC (Ethyl acetate). Reported procedure: Iodotrimethylsilane (0.34 mL) was added to a solution of (6R*,9aS*)-6-(3-fluorophenyl) octahydroquinolizin-4-one (383 mg) and N,N,N′,N′-tetramethylethylenediamine (0.82 mL) in methylene chloride (15 mL) under ice-cooling in a nitrogen atmosphere, and the reaction solution was stirred under ice-cooling for 30 minutes. Iodine (590 mg) was added to the reaction solution under ice-cooling, and the reaction solution was stirred under ice-cooling for one hour. Ethyl acetate and a saturated sodium thio... As a reaction SMILES: I[Si](C)(C)C.[F:6][C:7]1[CH:8]=[C:9]([C@H:13]2[CH2:22][CH2:21][CH2:20][C@@H:19]3[N:14]2[C:15](=[O:23])[CH2:16][CH2:17][CH2:18]3)[CH:10]=[CH:11][CH:12]=1.CN(C)CCN(C)C.[I:32]I.S([O-])([O-])(=O)=S.[Na+].[Na+]>C(Cl)Cl.C(OCC)(=O)C>[F:6][C:7]1[CH:8]=[C:9]([C@H:13]2[CH2:22][CH2:21][CH2:20][C@@H:19]3[N:14]2[C:15](=[O:23])[CH:16]([I:32])[CH2:17][CH2:18]3)[CH:10]=[CH:11][CH:12]=1 |f:4.5.6|. Isolated yield 103.3%.